Dataset: the Open Reaction Database (ORD), a public repository of structured organic reaction records. Task: describe an organic reaction: reactants, conditions, products, and yield Starting materials: COC=1C=C2CCNC2=CC1N1CCN(CC1)C (5-methoxy-6-(4-methylpiperazin-1-yl)-2,3-dihydro-1H-indole), COC=1C=C2CCNC2=CC1N1CCN(CC1)C (5-methoxy-6-(4-methylpiperazin-1-yl)-2,3-dihydro-1H-indole), ClC1=CC2=C(SC(=C2C)S(=O)(=O)Cl)C=C1 (5-chloro-3-methylbenzo[b]thiophene-2-sulfonyl chloride). The product is ClC1=CC2=C(SC(=C2C)S(=O)(=O)N2CCC3=CC(=C(C=C23)N2CCN(CC2)C)OC)C=C1 (1-(5-Chloro-3-methylbenzo[b]thiophene-2-sulfonyl)-5-methoxy-6-(4-methylpiperazin-1-yl)-2,3-dihydro-1H-indole). RXN SMILES: [CH3:1][O:2][C:3]1[CH:4]=[C:5]2[C:9](=[CH:10][C:11]=1[N:12]1[CH2:17][CH2:16][N:15]([CH3:18])[CH2:14][CH2:13]1)[NH:8][CH2:7][CH2:6]2.[Cl:19][C:20]1[CH:33]=[CH:32][C:23]2[S:24][C:25]([S:28](Cl)(=[O:30])=[O:29])=[C:26]([CH3:27])[C:22]=2[CH:21]=1>>[Cl:19][C:20]1[CH:33]=[CH:32][C:23]2[S:24][C:25]([S:28]([N:8]3[C:9]4[C:5](=[CH:4][C:3]([O:2][CH3:1])=[C:11]([N:12]5[CH2:13][CH2:14][N:15]([CH3:18])[CH2:16][CH2:17]5)[CH:10]=4)[CH2:6][CH2:7]3)(=[O:29])=[O:30])=[C:26]([CH3:27])[C:22]=2[CH:21]=1. Procedure: The title compound (E124) was prepared from 5-methoxy-6-(4-methylpiperazin-1-yl)-2,3-dihydro-1H-indole (WO95/06637 intermediate 3) (99 mg, 0.4 mmol) and 5-chloro-3-methylbenzo[b]thiophene-2-sulfonyl chloride (113 mg, 0.4 mmol) using the method of Example 1 (194 mg, 92%) MH+=492/494.